This data is from the Open Reaction Database (ORD), a public repository of structured organic reaction records. The task is: describe an organic reaction: reactants, conditions, products, and yield Starting materials: ClC1=C2C=CC=NC2=C(C=C1)C#N (5-chloro-8-quinolinecarbonitrile), N1CCCC1 (pyrrolidine). Run in C(C)OCCO (2-ethoxyethanol). Yields the product N1(CCCC1)C1=C2C=CC=NC2=C(C=C1)C#N (5-pyrrolidino-8-quinolinecarbonitrile). The yield is 69.2%. RXN SMILES: Cl[C:2]1[CH:11]=[CH:10][C:9]([C:12]#[N:13])=[C:8]2[C:3]=1[CH:4]=[CH:5][CH:6]=[N:7]2.[NH:14]1[CH2:18][CH2:17][CH2:16][CH2:15]1>C(OCCO)C>[N:14]1([C:2]2[CH:11]=[CH:10][C:9]([C:12]#[N:13])=[C:8]3[C:3]=2[CH:4]=[CH:5][CH:6]=[N:7]3)[CH2:18][CH2:17][CH2:16][CH2:15]1. Reported procedure: 5-Chloro-8-nitroquinoline, 5 g, was reduced, diazonized, and cyanized in the same manner as in Example 1 to produce 2.62 g (yield: 58%) of 5-chloro-8-quinolinecarbonitrile. A mixture of 1.88 g of 5-chloro-8-quinolinecarbonitrile thus prepared and 7.10 g of pyrrolidine was dissolved into 30 ml of 2-ethoxyethanol and the solution was heated under reflux for 3 hours. The solvent was evaporated, and the residue, after addition of water, was extracted with chloroform. The extract was washed with wate... Reactants: [I-].C[N+]1=CC=C(C=C1)C1=CC(=CC=C1)[N+](=O)[O-] (1-methyl-4-(3-nitrophenyl)pyridinium iodide), [BH4-].[Na+] (sodium borohydride), [OH-].[Na+] (NaOH). Run in C(C)O (ethanol), O (water). Reaction conditions: time 2 hour. Yields the product CN1CCC(CC1)C=1C=C(N)C=CC1 (3-(1-Methylpiperidin-4-yl)aniline). The yield is 94.3%. As a reaction SMILES: [I-].[CH3:2][N+:3]1[CH:8]=[CH:7][C:6]([C:9]2[CH:14]=[CH:13][CH:12]=[C:11]([N+:15]([O-])=O)[CH:10]=2)=[CH:5][CH:4]=1.[BH4-].[Na+].[OH-].[Na+]>C(O)C.O>[CH3:2][N:3]1[CH2:8][CH2:7][CH:6]([C:9]2[CH:10]=[C:11]([CH:12]=[CH:13][CH:14]=2)[NH2:15])[CH2:5][CH2:4]1 |f:0.1,2.3,4.5|. Procedure details: To a solution of 1-methyl-4-(3-nitrophenyl)pyridinium iodide (D5, 4.0 g, 11.7 mmol) in ethanol (100 ml) and water (100 ml) at 0° C. was added sodium borohydride (665 mg, 17.6 mmol) portionwise over 0.5 h, before allowing to warm to room temperature while stirring for 2h. To the mixture was added 10% NaOH solution (100 ml) and the product extracted with dichloromethane (2×), dried (Na2SO4) and evaporated in vacuo to a brown oil (2.6 g). The oil was dissolved in ethanol (100 ml) and hydrogenated o...